This data is from the Open Reaction Database (ORD), a public repository of structured organic reaction records. The task is: describe an organic reaction: reactants, conditions, products, and yield Reaction SMILES: [NH2:1][CH:2]([C:5]1[C:6](=[O:16])[NH:7][C:8]([CH:11]2[CH2:15][CH2:14][CH2:13][CH2:12]2)=[N:9][N:10]=1)[CH2:3][CH3:4].[C:17]([CH:21]1[CH2:26][CH2:25][CH:24]([C:27](Cl)=[O:28])[CH2:23][CH2:22]1)([CH3:20])([CH3:19])[CH3:18]>>[C:17]([CH:21]1[CH2:22][CH2:23][CH:24]([C:27]([NH:1][CH:2]([C:5]2[C:6](=[O:16])[NH:7][C:8]([CH:11]3[CH2:15][CH2:14][CH2:13][CH2:12]3)=[N:9][N:10]=2)[CH2:3][CH3:4])=[O:28])[CH2:25][CH2:26]1)([CH3:20])([CH3:18])[CH3:19]. Yields the product C(C)(C)(C)C1CCC(CC1)C(=O)NC(CC)C=1C(NC(=NN1)C1CCCC1)=O (4-tert-Butyl-N-[1-(3-cyclopentyl-5-oxo-4,5-dihydro-1,2,4-triazin-6-yl)propyl]cyclohexanecarboxamide). Reactants: NC(CC)C=1C(NC(=NN1)C1CCCC1)=O (6-(1-aminopropyl)-3-cyclopentyl-1,2,4-triazin-5(4H)-one), C(C)(C)(C)C1CCC(CC1)C(=O)Cl (4-tert-butylcyclohexanecarbonyl chloride). Procedure: In analogy to the procedure for Example 36A, 200 mg (0.90 mmol) 6-(1-aminopropyl)-3-cyclopentyl-1,2,4-triazin-5(4H)-one, 180 mg (0.90 mmol) 4-tert-butylcyclohexanecarbonyl chloride and proportionate amounts of the other reagents are used. The crude product is used in the next step without further purification. The reactants are Nc1cc(Br)cc(C(F)(F)F)c1, CC(C)(C)OC(=O)n1cccc1B(O)O, COCCOC, [Na+], [Na+], O=C([O-])[O-], O, c1ccc(P(c2ccccc2)(c2ccccc2)[Pd](P(c2ccccc2)(c2ccccc2)c2ccccc2)(P(c2ccccc2)(c2ccccc2)c2ccccc2)P(c2ccccc2)(c2ccccc2)c2ccccc2)cc1. Yields the product CC(C)(C)OC(=O)n1cccc1-c1cc(N)cc(C(F)(F)F)c1. RXN SMILES: [Br:1][c:2]1[cH:3][c:4]([NH2:5])[cH:6][c:7]([C:9]([F:10])([F:11])[F:12])[cH:8]1.[C:13]([CH3:14])([CH3:15])([CH3:16])[O:17][C:18](=[O:19])[n:20]1[c:21]([B:25]([OH:26])[OH:27])[cH:22][cH:23][cH:24]1.[CH3:112][O:113][CH2:114][CH2:115][O:116][CH3:117].[Na+:28].[Na+:29].[O-:30][C:31](=[O:32])[O-:33].[OH2:111].[cH:34]1[cH:35][cH:36][c:37]([P:38]([Pd:39]([P:40]([c:41]2[cH:42][cH:43][cH:44][cH:45][cH:46]2)([c:47]2[cH:48][cH:49][cH:50][cH:51][cH:52]2)[c:53]2[cH:54][cH:55][cH:56][cH:57][cH:58]2)([P:59]([c:60]2[cH:61][cH:62][cH:63][cH:64][cH:65]2)([c:66]2[cH:67][cH:68][cH:69][cH:70][cH:71]2)[c:72]2[cH:73][cH:74][cH:75][cH:76][cH:77]2)[P:78]([c:79]2[cH:80][cH:81][cH:82][cH:83][cH:84]2)([c:85]2[cH:86][cH:87][cH:88][cH:89][cH:90]2)[c:91]2[cH:92][cH:93][cH:94][cH:95][cH:96]2)([c:97]2[cH:98][cH:99][cH:100][cH:101][cH:102]2)[c:103]2[cH:104][cH:105][cH:106][cH:107][cH:108]2)[cH:109][cH:110]1>>[c:2]1(-[c:21]2[n:20]([C:18]([O:17][C:13]([CH3:14])([CH3:15])[CH3:16])=[O:19])[cH:24][cH:23][cH:22]2)[cH:3][c:4]([NH2:5])[cH:6][c:7]([C:9]([F:10])([F:11])[F:12])[cH:8]1. Reactants: O=C([O-])[O-], CNCc1cccc2ccccc12, CCOC(C)=O, CS(C)=O, ClC=CCCl, [K+], [K+]. Product: CN(CC=CCl)Cc1cccc2ccccc12. RXN SMILES: [C:19](=[O:20])([O-:21])[O-:22].[CH3:1][NH:2][CH2:3][c:4]1[cH:5][cH:6][cH:7][c:8]2[cH:9][cH:10][cH:11][cH:12][c:13]12.[CH3:25][CH2:26][O:27][C:28](=[O:29])[CH3:30].[CH3:31][S:32](=[O:33])[CH3:34].[Cl:14][CH:15]=[CH:16][CH2:17][Cl:18].[K+:23].[K+:24]>>[CH3:1][N:2]([CH2:3][c:4]1[cH:5][cH:6][cH:7][c:8]2[cH:9][cH:10][cH:11][cH:12][c:13]12)[CH2:17][CH:16]=[CH:15][Cl:14]. Reactants: ClCC1=CC=C(C(=O)NC=2SC3=C(N2)C(=CC=C3C3CCCCC3)OC)C=C1 (4-chloromethyl-N-(7-cyclohexyl-4-methoxy-benzothiazol-2-yl)-benzamide), COCCNC (N-(2-methoxyethyl)-methyl amine). The solvent is C1CCOC1 (THF). Reaction conditions: temperature 70 celsius. Product: C1(CCCCC1)C1=CC=C(C=2N=C(SC21)NC(C2=CC=C(C=C2)CN(C)CCOC)=O)OC (N-(7-cyclohexyl-4-methoxy-benzothiazol-2-yl)-4-{[(2-methoxy-ethyl)-methyl-amino]-methyl}-benzamide). Yield: 80.9%. Reaction SMILES: Cl[CH2:2][C:3]1[CH:28]=[CH:27][C:6]([C:7]([NH:9][C:10]2[S:11][C:12]3[C:18]([CH:19]4[CH2:24][CH2:23][CH2:22][CH2:21][CH2:20]4)=[CH:17][CH:16]=[C:15]([O:25][CH3:26])[C:13]=3[N:14]=2)=[O:8])=[CH:5][CH:4]=1.[CH3:29][O:30][CH2:31][CH2:32][NH:33][CH3:34]>C1COCC1>[CH:19]1([C:18]2[C:12]3[S:11][C:10]([NH:9][C:7](=[O:8])[C:6]4[CH:27]=[CH:28][C:3]([CH2:2][N:33]([CH2:32][CH2:31][O:30][CH3:29])[CH3:34])=[CH:4][CH:5]=4)=[N:14][C:13]=3[C:15]([O:25][CH3:26])=[CH:16][CH:17]=2)[CH2:24][CH2:23][CH2:22][CH2:21][CH2:20]1. Procedure: To a solution of 0.095 g (0.23 mMol) 4-chloromethyl-N-(7-cyclohexyl-4-methoxy-benzothiazol-2-yl)-benzamide in 1 ml THF were added 0.16 g (1.83 mMol) N-(2-methoxyethyl)-methyl amine. The reaction mixture was heated to 70° C. for 2 h. The solvent was evaporated to dryness, the residue taken up in ethyl acetate and washed with water and brine. The organic phase was dried over sodium sulfate and evaporated to dryness in vacuo. The residue was subjected to column chromatography (dichloro methane/meth... The reactants are O=[N+]([O-])c1ccc(Cl)nc1, ClCCCl, Cl, CNC(=O)COC(=O)N1CCNCC1. Yields the product CNC(=O)COC(=O)N1CCN(c2ccc([N+](=O)[O-])cn2)CC1. Reaction SMILES: [Cl:1][c:2]1[n:3][cH:4][c:5]([N+:8](=[O:9])[O-:10])[cH:6][cH:7]1.[Cl:26][CH2:27][CH2:28][Cl:29].[ClH:11].[N:12]1([C:18](=[O:19])[O:20][CH2:21][C:22](=[O:23])[NH:24][CH3:25])[CH2:13][CH2:14][NH:15][CH2:16][CH2:17]1>>[c:2]1([N:15]2[CH2:14][CH2:13][N:12]([C:18](=[O:19])[O:20][CH2:21][C:22](=[O:23])[NH:24][CH3:25])[CH2:17][CH2:16]2)[n:3][cH:4][c:5]([N+:8](=[O:9])[O-:10])[cH:6][cH:7]1. Reactants: O (water), COC1(C(C2=CC=CC=C2CC1)=O)OC (dimethoxytetralone), C1(=CC=CC=C1)C (toluene), C1(=CC=C(C=C1)S(=O)(=O)O)C (p-toluenesulfonic acid), CN1CCNCC1 (N-methylpiperazine). Reaction conditions: time 2 hour. Product: CN1C(CNCC1)C=1CCC2=C(C=CC(=C2C1)OC)OC (3-(N-methylpiperazinyl)-5,8-dimethoxy-1,2-dihydronaphthalene). Reaction SMILES: CO[C:3]1([O:14][CH3:15])[CH2:12][CH2:11][C:10]2C(=CC=CC=2)C1=O.[CH3:16][N:17]1C[CH2:21][NH:20][CH2:19][CH2:18]1.[C:23]1([CH3:33])[CH:28]=[CH:27][C:26](S(O)(=O)=O)=[CH:25][CH:24]=1.[OH2:34].[C:35]1(C)C=CC=CC=1>>[CH3:16][N:17]1[CH2:18][CH2:19][NH:20][CH2:21][CH:33]1[C:23]1[CH2:28][CH2:27][C:26]2[C:25]([CH:24]=1)=[C:10]([O:34][CH3:35])[CH:11]=[CH:12][C:3]=2[O:14][CH3:15]. Reported procedure: The dimethoxytetralone (0.4 g; 1.94 mmol) was dissolved in 10 ml of toluene. To the solution were added 0.46 ml (4 mmol) of N-methylpiperazine followed by 0.91 g (4.8 mmol) of p-toluenesulfonic acid. The mixture was stirred for 31/2 hours at reflux under nitrogen with constant water removal. The mixture then was cooled to room temperature, and the volatile material was removed in vacuo to give 3-(N-methylpiperazinyl)-5,8-dimethoxy-1,2-dihydronaphthalene as an orange-brown residue. Solvent: C(C)(=O)OCC (ethyl acetate). Conditions: temperature 75 celsius. The yield is 34.7%. Procedure details: Next, 57 g (0.15 mol) of the 1-(2,4,6-trichlorophenyl)-3-acetylamino-4-bromo-5-oxo-2-pyrazoline and 41 g of pyrazole (0.6 mol) were mixed well, then heated for 6 hours at 75° C. in a stream of nitrogen gas to react, after which the reaction mixture was cooled to room temperature. Next the reaction mixture was dissolved in ethyl acetate and the solution was washed with water three times and then dried over anhydrous sodium sulfate. The solvent was distilled off under reduced pressure, acetonitril... Starting materials: ClC1=C(C(=CC(=C1)Cl)Cl)N1N=C(C(C1=O)Br)NC(C)=O (1-(2,4,6-trichlorophenyl)-3-acetylamino-4-bromo-5-oxo-2-pyrazoline), N1N=CC=C1 (pyrazole). Yields the product ClC1=C(C(=CC(=C1)Cl)Cl)N1N=C(C(C1=O)C1=NNC=C1)NC(C)=O (1-(2,4,6-trichlorophenyl)-3-acetylamino-4-pyrazolyl-5-oxo-2pyrazoline). As a reaction SMILES: [Cl:1][C:2]1[CH:7]=[C:6]([Cl:8])[CH:5]=[C:4]([Cl:9])[C:3]=1[N:10]1[C:14](=[O:15])[CH:13](Br)[C:12]([NH:17][C:18](=[O:20])[CH3:19])=[N:11]1.[NH:21]1[CH:25]=[CH:24][CH:23]=[N:22]1>C(OCC)(=O)C>[Cl:1][C:2]1[CH:7]=[C:6]([Cl:8])[CH:5]=[C:4]([Cl:9])[C:3]=1[N:10]1[C:14](=[O:15])[CH:13]([C:25]2[CH:24]=[CH:23][NH:22][N:21]=2)[C:12]([NH:17][C:18](=[O:20])[CH3:19])=[N:11]1.